Dataset: the Open Reaction Database (ORD), a public repository of structured organic reaction records. Task: describe an organic reaction: reactants, conditions, products, and yield Reactants: CC(=O)C.C(C)(C)OC(C)C (acetone diisopropyl ether), CC(C)O (propan-2-ol), C(C1=CC=CC=C1)(=O)O[C@@H]1C[C@@]23[C@@H]([C@H]([C@H]4[C@@H]5[C@H]6[C@@H]([C@@H]([C@@]5(C)CC[C@@H]4[C@]2(CC1)C)OC(C1=CC=CC=C1)=O)C6)Cl)O3 (3β,17β-dibenzoyloxy-7α-chloro-5,6β-epoxy-15β,16β-methylene-5β-androstane). The reagents and catalysts are [Zn] (zinc). Run in C(C)(=O)O (acetic acid). Product: C(C1=CC=CC=C1)(=O)O[C@@H]1C[C@]2(C=C[C@H]3[C@@H]4[C@H]5[C@@H]([C@@H]([C@@]4(C)CC[C@@H]3[C@]2(CC1)C)OC(C1=CC=CC=C1)=O)C5)O (3β,17β-dibenzoyloxy-15β,16β-methylene-5β-androst-6-en-5-ol). Yield: 69.4%. Reaction SMILES: [C:1]([O:9][C@H:10]1[CH2:27][CH2:26][C@@:25]2([CH3:28])[C@@:12]3([O:40][C@@H:13]3[C@@H:14](Cl)[C@@H:15]3[C@@H:24]2[CH2:23][CH2:22][C@@:20]2([CH3:21])[C@H:16]3[C@@H:17]3[CH2:38][C@@H:18]3[C@@H:19]2[O:29][C:30](=[O:37])[C:31]2[CH:36]=[CH:35][CH:34]=[CH:33][CH:32]=2)[CH2:11]1)(=[O:8])[C:2]1[CH:7]=[CH:6][CH:5]=[CH:4][CH:3]=1.CC(O)C.CC(C)=O.C(OC(C)C)(C)C>C(O)(=O)C.[Zn]>[C:1]([O:9][C@H:10]1[CH2:27][CH2:26][C@@:25]2([CH3:28])[C@:12]([OH:40])([CH:13]=[CH:14][C@@H:15]3[C@@H:24]2[CH2:23][CH2:22][C@@:20]2([CH3:21])[C@H:16]3[C@@H:17]3[CH2:38][C@@H:18]3[C@@H:19]2[O:29][C:30](=[O:37])[C:31]2[CH:32]=[CH:33][CH:34]=[CH:35][CH:36]=2)[CH2:11]1)(=[O:8])[C:2]1[CH:7]=[CH:6][CH:5]=[CH:4][CH:3]=1 |f:2.3|. Procedure: Analogously to Example 2, 13.5 g of 3β,17β-dibenzoyloxy-7α-chloro-5,6β-epoxy-15β,16β-methylene-5β-androstane is reacted in 130 ml of acetic acid and 130 ml of propan-2-ol with 49.5 g of zinc dust and worked up. Chromatography on silica gel yields 8.8 g of 3β,17β-dibenzoyloxy-15β,16β-methylene-5β-androst-6-en-5-ol, mp 223°-225° C. (acetone-diisopropyl ether).